Dataset: the Open Reaction Database (ORD), a public repository of structured organic reaction records. Task: describe an organic reaction: reactants, conditions, products, and yield Reactants: BrCCCCCBr (1,5-dibromopentane), Cl (HCl), C(C)(C)NC(C)C (diisopropylamine), solution, C(CCC)[Li] (butyllithium), ClC(C(=O)O)Cl (dichloroacetic acid). The solvent is C1CCOC1 (THF), O (water), C1CCOC1 (THF), CCCCCC (hexane), C1CCOC1 (THF). Reaction conditions: temperature -40 celsius, time 10 minute. Product: BrCCCCCC(C(=O)O)(Cl)Cl (7-Bromo-2,2-dichloroheptanoic acid). The yield is 58.5%. Reaction SMILES: C(NC(C)C)(C)C.C([Li])CCC.[Cl:13][CH:14]([Cl:18])[C:15]([OH:17])=[O:16].[Br:19][CH2:20][CH2:21][CH2:22][CH2:23][CH2:24]Br.Cl>C1COCC1.CCCCCC.O>[Br:19][CH2:20][CH2:21][CH2:22][CH2:23][CH2:24][C:14]([Cl:18])([Cl:13])[C:15]([OH:17])=[O:16]. Procedure details: 24.3 g (33.6 ml, 0.240 mol) diisopropylamine was dissolved in 100 ml THF while stirring in a nitrogen atmosphere and it was added dropwise at -50° C. to 100 ml (0.240 mol) of a 2.40 M solution of butyllithium in hexane. It was allowed to reach -10° C. for 10 minutes, a solution of 15.5 g (0.120 mol) dichloroacetic acid in 20 ml THF was then added dropwise at -75° C., it was stirred for 25 minutes at -75° C. and subsequently 93.5 g (55.0 ml, 0.41 mol) 1,5-dibromopentane in 50 ml THF was added in ...